From a dataset of the Open Reaction Database (ORD), a public repository of structured organic reaction records. describe an organic reaction: reactants, conditions, products, and yield Yield: 70.0%. RXN SMILES: [N+:1]([C:4]1[CH:11]=[CH:10][CH:9]=[CH:8][C:5]=1[CH:6]=O)([O-:3])=[O:2].[CH2:12]([NH:15][C:16](=[O:21])[CH2:17][C:18]([CH3:20])=[O:19])[CH:13]=[CH2:14].N1CCCCC1.C(O)(=O)C>C1C=CC=CC=1>[CH2:12]([NH:15][C:16](=[O:21])[CH2:17][C:18]([CH:20]=[CH:6][C:5]1[CH:8]=[CH:9][CH:10]=[CH:11][C:4]=1[N+:1]([O-:3])=[O:2])=[O:19])[CH:13]=[CH2:14]. Procedure details: o-Nitrobenzaldehyde (7.6 g, 0.05 mole) and acetoacetic allylamide (7.1 g, 0.05 mole) are dissolved in benzene (40 ml) and thereto are added piperidine (0.2 ml) and acetic acid (0.6 ml), and the mixture is refluxed for 2 hours and the produced water is removed. After the stoichiometic amount of water is distilled off, the reaction is stopped. After the reaction, the reaction mixture is washed with 5% hydrochloric acid and then with water, and the solvent is distilled off under reduced pressure, a... The product is C(C=C)NC(CC(=O)C=CC1=C(C=CC=C1)[N+](=O)[O-])=O (o-nitrobenzylideneacetoacetic allylamide). The reactants are [N+](=O)([O-])C1=C(C=O)C=CC=C1 (o-Nitrobenzaldehyde), C(C=C)NC(CC(=O)C)=O (acetoacetic allylamide), N1CCCCC1 (piperidine), C(C)(=O)O (acetic acid). The solvent is C1=CC=CC=C1 (benzene). The reactants are CCOC1CCC(N2CCC(Nc3cc(C#N)ccc3[N+](=O)[O-])CC2)CC1, CCO, [Fe], O. The product is CCOC1CCC(N2CCC(Nc3cc(C#N)ccc3N)CC2)CC1. Reaction SMILES: [CH2:1]([CH3:2])[O:3][CH:4]1[CH2:5][CH2:6][CH:7]([N:10]2[CH2:11][CH2:12][CH:13]([NH:16][c:17]3[cH:18][c:19]([C:20]#[N:21])[cH:22][cH:23][c:24]3[N+:25]([O-:26])=[O:27])[CH2:14][CH2:15]2)[CH2:8][CH2:9]1.[CH3:28][CH2:29][OH:30].[Fe:32].[OH2:31]>>[CH2:1]([CH3:2])[O:3][CH:4]1[CH2:5][CH2:6][CH:7]([N:10]2[CH2:11][CH2:12][CH:13]([NH:16][c:17]3[cH:18][c:19]([C:20]#[N:21])[cH:22][cH:23][c:24]3[NH2:25])[CH2:14][CH2:15]2)[CH2:8][CH2:9]1.